From a dataset of the Open Reaction Database (ORD), a public repository of structured organic reaction records. describe an organic reaction: reactants, conditions, products, and yield The reactants are [OH-].[Na+] (sodium hydroxide), C1(\C=C/C(=O)O1)=O (maleic anhydride), aqueous solution, [OH-].[NH4+] (ammonium hydroxide), solids. Solvent: O (water), O (water), aqueous solution. Run at temperature 25 celsius, time 30 minute. Yields the product C(\C=C/C(=O)O)(=O)[O-].[NH4+] (Mono-Ammonium Maleate). Reaction SMILES: [C:1]1(=[O:7])[O:6][C:4](=[O:5])[CH:3]=[CH:2]1.[OH-:8].[NH4+:9].[OH-].[Na+]>O>[C:1]([O-:6])(=[O:7])/[CH:2]=[CH:3]\[C:4]([OH:8])=[O:5].[NH4+:9] |f:1.2,3.4,6.7|. Procedure: Following the examples of U.S. Pat. No. 4,839,461, a slurry of 9.8 g (0.1 mole) maleic anhydride was dissolved in 20 ml water at 80°-95° C. and stirred for 30 minutes while allowing the mixture to cool to 25° C. To this colorless solution at 25° C. was added 13 g of 30% aqueous solution of ammonium hydroxide (0.11 mol NH3) to give a colorless solution. This solution was boiled to dryness over a period of 30 minutes at approximately 100°-115° C. to give a white crystalline solid. The solid was tu... The reactants are CC(C)(C)OC(=O)NC(C#N)Cc1ccc(-c2cccc(C#N)c2)cc1, O=CO. Yields the product N#Cc1cccc(-c2ccc(CC(N)C#N)cc2)c1. As a reaction SMILES: [C:1](#[N:2])[CH:3]([CH2:4][c:5]1[cH:6][cH:7][c:8](-[c:11]2[cH:12][c:13]([C:17]#[N:18])[cH:14][cH:15][cH:16]2)[cH:9][cH:10]1)[NH:19][C:20](=[O:21])[O:22][C:23]([CH3:24])([CH3:25])[CH3:26].[CH:27]([OH:28])=[O:29]>>[C:1](#[N:2])[CH:3]([CH2:4][c:5]1[cH:6][cH:7][c:8](-[c:11]2[cH:12][c:13]([C:17]#[N:18])[cH:14][cH:15][cH:16]2)[cH:9][cH:10]1)[NH2:19]. Reactants: N(=O)[O-].[Na+] (sodium nitrite), C(C)N(CCN(C1=CC(=CC=C1)C)CC)C1=CC(=CC=C1)C (N,N'-bis(ethyl)-N,N'-bis(3'-methylphenyl)ethylenediamine), C1(=C(C(=C(C(=C1F)F)F)N)F)N.Cl.Cl (dihydrochloride), O (water), Cl (hydrochloric acid), ice. Conditions: time 30 minute. Product: C(C)N(CCN(C1=CC(=C(C=C1)N=O)C)CC)C1=CC(=C(C=C1)N=O)C (N,N'-bis(ethyl)-N,N'-bis(3'-methyl-4'-nitrosophenyl)ethylenediamine). Reaction SMILES: [N:1]([O-:3])=O.[Na+].[CH2:5]([N:7]([C:20]1[CH:25]=[CH:24][CH:23]=[C:22]([CH3:26])[CH:21]=1)[CH2:8][CH2:9][N:10]([CH2:18][CH3:19])[C:11]1[CH:16]=[CH:15][CH:14]=[C:13]([CH3:17])[CH:12]=1)[CH3:6].C1(N)C(F)=C(F)C(F)=C([NH2:36])C=1F.Cl.Cl.Cl.[OH2:42]>>[CH2:18]([N:10]([C:11]1[CH:16]=[CH:15][C:14]([N:1]=[O:3])=[C:13]([CH3:17])[CH:12]=1)[CH2:9][CH2:8][N:7]([CH2:5][CH3:6])[C:20]1[CH:25]=[CH:24][C:23]([N:36]=[O:42])=[C:22]([CH3:26])[CH:21]=1)[CH3:19] |f:0.1,3.4.5|. Procedure: A solution of 0.106 moles (7.3 g) of sodium nitrite in 17 ml of water is added dropwise at 0° C. to a solution of 0.05 moles (18.5 g) of N,N'-bis(ethyl)-N,N'-bis(3'-methylphenyl)ethylenediamine, in the dihydrochloride form prepared in the preceding stage, 20 ml of concentrated hydrochloric acid and 105 g of ice. After the end of addition the stirring is continued for 30 minutes. The hydrochloride of the expected product crystallizes. Reactants: C[O-].[Na+] (sodium methoxide), CC(=O)C1CC1 (cyclopropyl methyl ketone), C(OC)(OC)OC (trimethyl orthoformate), C1(=CC=C(C=C1)S(=O)(=O)O)C (p-toluenesulfonic acid). Solvent: CO (methanol). Conditions: time 2 hour. Yields the product COC(C)(OC)C1CC1 ((1,1-Dimethoxyethyl)cyclopropane). RXN SMILES: [CH3:1][C:2]([CH:4]1[CH2:6][CH2:5]1)=[O:3].[CH:7](OC)(OC)[O:8]C.[C:14]1(C)C=CC(S(O)(=O)=O)=CC=1.C[O-].[Na+]>CO>[CH3:14][O:3][C:2]([CH:4]1[CH2:6][CH2:5]1)([O:8][CH3:7])[CH3:1] |f:3.4|. Reported procedure: A mixture of 50 g (0.59 mol) of cyclopropyl methyl ketone, 82 g (0.77 mol) of trimethyl orthoformate, 200 ml of methanol and 0.25 g of p-toluenesulfonic acid was stirred at room temperature for 2 hours, and then 0.15 g of sodium methoxide was added. Then, under reduced pressure, the methanol was first distilled off (at about 400 mbar) and, finally (at about 250 mbar), the product (II) as a colorless liquid. The reactants are CCCCCC, CC1=Cc2cc3c(cc2C1[Si](C)(C)Cl)CCC3, NC1CCCCC1. Yields the product CC1=Cc2cc3c(cc2C1[Si](C)(C)NC1CCCCC1)CCC3. Reaction SMILES: [CH3:25][CH2:26][CH2:27][CH2:28][CH2:29][CH3:30].[Cl:1][Si:2]([CH:3]1[C:4]([CH3:15])=[CH:5][c:6]2[cH:7][c:8]3[c:12]([cH:13][c:14]21)[CH2:11][CH2:10][CH2:9]3)([CH3:16])[CH3:17].[NH2:18][CH:19]1[CH2:20][CH2:21][CH2:22][CH2:23][CH2:24]1>>[Si:2]([CH:3]1[C:4]([CH3:15])=[CH:5][c:6]2[cH:7][c:8]3[c:12]([cH:13][c:14]21)[CH2:11][CH2:10][CH2:9]3)([CH3:16])([CH3:17])[NH:18][CH:19]1[CH2:20][CH2:21][CH2:22][CH2:23][CH2:24]1.